Dataset: the Open Reaction Database (ORD), a public repository of structured organic reaction records. Task: describe an organic reaction: reactants, conditions, products, and yield Starting materials: CS(=O)(=O)O.OCCCN1C(NC2=C1C=CC(=C2)C)=O (1,3-dihydro-1-(3-hydroxypropyl)-5-methyl-2H-benzimidazol-2-one methanesulfonate), C1(=CC=CC=C1)N1CNC(C12CCNCC2)=O (1-phenyl-1,3,8-triazaspiro[4,5]decan-4-one), C([O-])([O-])=O.[Na+].[Na+] (sodium carbonate). The solvent is CN(C=O)C (N,N-dimethylformamide). Conditions: temperature 60 celsius, time 1 hour. Yields the product CC1=CC2=C(N(C(N2)=O)CCCN2CCC3(C(NCN3C3=CC=CC=C3)=O)CC2)C=C1 (8-[3-(1,3-dihydro-5-methyl-2-oxo-2H-benzimidazol-1-yl)propyl]-1-phenyl-1,3,8-triazaspiro[4,5]decan-4-one). Yield: 24.0%. RXN SMILES: CS(O)(=O)=O.O[CH2:7][CH2:8][CH2:9][N:10]1[C:14]2[CH:15]=[CH:16][C:17]([CH3:19])=[CH:18][C:13]=2[NH:12][C:11]1=[O:20].[C:21]1([N:27]2[C:31]3([CH2:36][CH2:35][NH:34][CH2:33][CH2:32]3)[C:30](=[O:37])[NH:29][CH2:28]2)[CH:26]=[CH:25][CH:24]=[CH:23][CH:22]=1.C(=O)([O-])[O-].[Na+].[Na+]>CN(C)C=O>[CH3:19][C:17]1[CH:16]=[CH:15][C:14]2[N:10]([CH2:9][CH2:8][CH2:7][N:34]3[CH2:33][CH2:32][C:31]4([N:27]([C:21]5[CH:26]=[CH:25][CH:24]=[CH:23][CH:22]=5)[CH2:28][NH:29][C:30]4=[O:37])[CH2:36][CH2:35]3)[C:11](=[O:20])[NH:12][C:13]=2[CH:18]=1 |f:0.1,3.4.5|. Reported procedure: A mixture of 5.68 parts of 1,3-dihydro-1-(3-hydroxypropyl)-5-methyl-2H-benzimidazol-2-one methanesulfonate, 4.62 parts of 1-phenyl-1,3,8-triazaspiro[4,5]decan-4-one, 3.7 parts of sodium carbonate and 45 parts of N,N-dimethylformamide is stirred for 1 hour at 60° C. The reaction mixture is cooled and poured onto water. The precipitated product is filtered off and purified by column-chromatography over silica gel using a mixture of trichloromethane and 10% of methanol as eluent. The pure fractions... Reactants: Cl (HCl), IC1=NN(C2=CC=C(C=C12)C(=O)O)C1OCCCC1 (3-iodo-1-(tetrahydro-2H-pyran-2-yl)-1H-indazole-5-carboxylic acid), Cl.CNC (N,N-dimethylamine hydrochloride), C(CCl)Cl (EDC). The reagents and catalysts are CN(C)C=1C=CN=CC1 (DMAP). Run in O (water), C1CCOC1.CC(C)O (THF IPA). Reaction conditions: time 12 hour. Yields the product IC1=NN(C2=CC=C(C=C12)C(=O)N(C)C)C1OCCCC1 (3-iodo-N,N-dimethyl-1-(tetrahydro-2H-pyran-2-yl)-1H-indazole-5-carboxamide). Yield: 74.5%. RXN SMILES: [I:1][C:2]1[C:10]2[C:5](=[CH:6][CH:7]=[C:8]([C:11](O)=[O:12])[CH:9]=2)[N:4]([CH:14]2[CH2:19][CH2:18][CH2:17][CH2:16][O:15]2)[N:3]=1.Cl.[CH3:21][NH:22][CH3:23].C(Cl)CCl.Cl>C1COCC1.CC(O)C.CN(C1C=CN=CC=1)C.O>[I:1][C:2]1[C:10]2[C:5](=[CH:6][CH:7]=[C:8]([C:11]([N:22]([CH3:23])[CH3:21])=[O:12])[CH:9]=2)[N:4]([CH:14]2[CH2:19][CH2:18][CH2:17][CH2:16][O:15]2)[N:3]=1 |f:1.2,5.6|. Reported procedure: To a solution of 3-iodo-1-(tetrahydro-2H-pyran-2-yl)-1H-indazole-5-carboxylic acid (2.5 g, 6.72 mmol) and N,N-dimethylamine hydrochloride (0.8 g, 10.08 mmol) in THF:IPA (7:3) (25 mL) was added EDC. HCl (1.5 g, 8.06 mmol) followed by DMAP (341 mg, 2.80 mmol) in one lot at RT. The reaction was stirred at RT for 12 h, diluted with water (50 mL) and extracted with EtOAc (50 mL). The organic layer was separated and dried over Na2SO4, filtered and concentrated to give 3-iodo-N,N-dimethyl-1-(tetrahydro... Starting materials: CCO, N#CCCN1CC(c2cccc(C(F)(F)F)c2)N(c2ccc(Cl)cc2)C1=O, Cl, [K+], [K+], NO, O=C([O-])[O-]. Product: NC(CCN1CC(c2cccc(C(F)(F)F)c2)N(c2ccc(Cl)cc2)C1=O)=NO. RXN SMILES: [CH3:37][CH2:38][OH:39].[Cl:1][c:2]1[cH:3][cH:4][c:5]([N:8]2[C:9](=[O:27])[N:10]([CH2:23][CH2:24][C:25]#[N:26])[CH2:11][CH:12]2[c:13]2[cH:14][c:15]([C:19]([F:20])([F:21])[F:22])[cH:16][cH:17][cH:18]2)[cH:6][cH:7]1.[ClH:28].[K+:31].[K+:32].[NH2:29][OH:30].[O-:33][C:34]([O-:35])=[O:36]>>[Cl:1][c:2]1[cH:3][cH:4][c:5]([N:8]2[C:9](=[O:27])[N:10]([CH2:23][CH2:24][C:25]([NH2:26])=[N:29][OH:30])[CH2:11][CH:12]2[c:13]2[cH:14][c:15]([C:19]([F:20])([F:21])[F:22])[cH:16][cH:17][cH:18]2)[cH:6][cH:7]1. The reactants are O (water), NC1=C(C=C(C(=O)N)C=C1)OC1COCC1 (4-amino-3-(tetrahydrofuran-3-yloxy)-benzamide), ClC=1C2=C(N=CN1)C=CS2 (4-chlorothieno[3,2-d]pyrimidine), [OH-].[NH4+] (Ammonium hydroxide). The solvent is CC(C)O (IPA). Conditions: temperature 120 celsius, time 18 hour. Product: O1CC(CC1)OC=1C=C(C(=O)N)C=CC1NC=1C2=C(N=CN1)C=CS2 (3-(Tetrahydrofuran-3-yl oxy)-4-(thieno[3,2-d]pyrimidin-4-yl amino)-benzamide). The yield is 324.8%. RXN SMILES: [NH2:1][C:2]1[CH:10]=[CH:9][C:5]([C:6]([NH2:8])=[O:7])=[CH:4][C:3]=1[O:11][CH:12]1[CH2:16][CH2:15][O:14][CH2:13]1.Cl[C:18]1[C:19]2[S:26][CH:25]=[CH:24][C:20]=2[N:21]=[CH:22][N:23]=1.[OH-].[NH4+].O>CC(O)C>[O:14]1[CH2:15][CH2:16][CH:12]([O:11][C:3]2[CH:4]=[C:5]([CH:9]=[CH:10][C:2]=2[NH:1][C:18]2[C:19]3[S:26][CH:25]=[CH:24][C:20]=3[N:21]=[CH:22][N:23]=2)[C:6]([NH2:8])=[O:7])[CH2:13]1 |f:2.3|. Reported procedure: The reaction was carried out in 4 batches using ACE pressure tubes. The 4-amino-3-(tetrahydrofuran-3-yloxy)-benzamide (0.52 g, 1.0 eq, 2.34 mmol) was added to a solution of 4-chlorothieno[3,2-d]pyrimidine (0.40 g, 1.0 eq, 2.34 mmol) in IPA (4 ml). The reaction mixtures were then stirred at 120° C. for 18 hours before being allowed to cool. 28% w/w Ammonium hydroxide solution (4 ml) followed by water (8 ml) were added and the reactions combined. The precipitate was isolated by filtration, washed ... Reactants: CCOC(=O)CC(C)=O, CCn1nnc(C(C=CC=O)=C(c2ccc(F)cc2)c2ccc(F)cc2)n1, C1CCOC1. Yields the product CCOC(=O)CC(=O)CC(O)C=CC(=C(c1ccc(F)cc1)c1ccc(F)cc1)c1nnn(CC)n1. Reaction SMILES: [C:28]([CH2:29][C:30](=[O:31])[CH3:32])(=[O:33])[O:34][CH2:35][CH3:36].[F:1][c:2]1[cH:3][cH:4][c:5]([C:8](=[C:9]([CH:10]=[CH:11][CH:12]=[O:13])[c:14]2[n:15][n:16][n:17]([CH2:19][CH3:20])[n:18]2)[c:21]2[cH:22][cH:23][c:24]([F:27])[cH:25][cH:26]2)[cH:6][cH:7]1.[O:37]1[CH2:38][CH2:39][CH2:40][CH2:41]1>>[F:1][c:2]1[cH:3][cH:4][c:5]([C:8](=[C:9]([CH:10]=[CH:11][CH:12]([OH:13])[CH2:32][C:30]([CH2:29][C:28](=[O:33])[O:34][CH2:35][CH3:36])=[O:31])[c:14]2[n:15][n:16][n:17]([CH2:19][CH3:20])[n:18]2)[c:21]2[cH:22][cH:23][c:24]([F:27])[cH:25][cH:26]2)[cH:6][cH:7]1.